From a dataset of the Open Reaction Database (ORD), a public repository of structured organic reaction records. describe an organic reaction: reactants, conditions, products, and yield Reactants: ClCC1=CC=C2C=CN(C2=C1)S(=O)(=O)C1=CC=C(C=C1)C (6-chloromethyl-1-(4-methylphenylsulfonyl)indole), [C-]#N.[K+] (potassium cyanide), O1CCOCCOCCOCCOCCOCC1 (1,4,7,10,13,16-hexaoxacyclooctadecane). Solvent: C(C)#N (acetonitrile). Reaction conditions: time 18 hour. The product is CC1=CC=C(C=C1)S(=O)(=O)N1C=CC2=CC=C(C=C12)CC#N (1-(4-methylphenylsulfonyl)indole-6-acetonitrile). The yield is 69.0%. RXN SMILES: Cl[CH2:2][C:3]1[CH:11]=[C:10]2[C:6]([CH:7]=[CH:8][N:9]2[S:12]([C:15]2[CH:20]=[CH:19][C:18]([CH3:21])=[CH:17][CH:16]=2)(=[O:14])=[O:13])=[CH:5][CH:4]=1.[C-:22]#[N:23].[K+].O1CCOCCOCCOCCOCCOCC1>C(#N)C>[CH3:21][C:18]1[CH:17]=[CH:16][C:15]([S:12]([N:9]2[C:10]3[C:6](=[CH:5][CH:4]=[C:3]([CH2:2][C:22]#[N:23])[CH:11]=3)[CH:7]=[CH:8]2)(=[O:13])=[O:14])=[CH:20][CH:19]=1 |f:1.2|. Procedure details: A solution of 6-chloromethyl-1-(4-methylphenylsulfonyl)indole (21.5 g) in acetonitrile (224 ml) was treated with potassium cyanide (8.8 g) and 1,4,7,10,13,16-hexaoxacyclooctadecane (3.6 g) and stirred at room temperature under a nitrogen atmosphere for 18 hr. The solution was poured onto ice and extracted with methylene chloride. The organic phase was washed with water and brine, dried (MgSO4) and evaporated. The resultant amber oil was purified by flash chromatography, eluting with 1:5 ethyl ac... Reactants: COC(=O)C1CC(CCOCc2ccccc2)CCC1=O, C[O-], CO, CCI, [Na+]. Product: CCC1(C(=O)OC)CC(CCOCc2ccccc2)CCC1=O. Reaction SMILES: [CH3:1][O:2][C:3](=[O:4])[CH:5]1[C:6](=[O:21])[CH2:7][CH2:8][CH:9]([CH2:11][CH2:12][O:13][CH2:14][c:15]2[cH:16][cH:17][cH:18][cH:19][cH:20]2)[CH2:10]1.[CH3:22][O-:23].[CH3:28][OH:29].[I:25][CH2:26][CH3:27].[Na+:24]>>[CH3:1][O:2][C:3](=[O:4])[C:5]1([CH2:26][CH3:27])[C:6](=[O:21])[CH2:7][CH2:8][CH:9]([CH2:11][CH2:12][O:13][CH2:14][c:15]2[cH:16][cH:17][cH:18][cH:19][cH:20]2)[CH2:10]1.